This data is from the Open Reaction Database (ORD), a public repository of structured organic reaction records. The task is: describe an organic reaction: reactants, conditions, products, and yield Starting materials: ClC=1C=NC=C(C1SC1=C(C=C(S1)C(=O)O)C#N)Cl (5-[(3,5-dichloro-4-pyridyl)sulfanyl]-4-cyano-thiophene-2-carboxylic acid), CS(=O)(=O)C1=CC=C(N)C=C1 (4-methylsulfonylaniline). Product: C(#N)C=1C=C(SC1SC1=C(C=NC=C1Cl)Cl)C(=O)NC1=CC=C(C=C1)S(=O)(=O)C (4-cyano-5-((3,5-dichloropyridin-4-yl)thio)-N-(4-(methylsulfonyl)phenyl)thiophene-2-carboxamide), solid. The yield is 5.0%. RXN SMILES: [Cl:1][C:2]1[CH:3]=[N:4][CH:5]=[C:6]([Cl:19])[C:7]=1[S:8][C:9]1[S:13][C:12]([C:14]([OH:16])=O)=[CH:11][C:10]=1[C:17]#[N:18].[CH3:20][S:21]([C:24]1[CH:30]=[CH:29][C:27]([NH2:28])=[CH:26][CH:25]=1)(=[O:23])=[O:22]>>[C:17]([C:10]1[CH:11]=[C:12]([C:14]([NH:28][C:27]2[CH:26]=[CH:25][C:24]([S:21]([CH3:20])(=[O:23])=[O:22])=[CH:30][CH:29]=2)=[O:16])[S:13][C:9]=1[S:8][C:7]1[C:6]([Cl:19])=[CH:5][N:4]=[CH:3][C:2]=1[Cl:1])#[N:18]. Reported procedure: Prepared according to the procedure described for example 44 from 5-[(3,5-dichloro-4-pyridyl)sulfanyl]-4-cyano-thiophene-2-carboxylic acid (47 mg, 0.14 mmol) from step C of example 203 and 4-methylsulfonylaniline (26.0 mg, 0.15 mmol). The crude material was purified by reverse phase HPLC and the title compound was obtained as a yellow solid (3.5 mg, 5% yield). MS m/z: 484.94, 485.94 [M+H]+. Starting materials: BrC=1C(=C(C(=CC1)Cl)O)F (3-bromo-6-chloro-2-fluorophenol), ClC(C(=O)[O-])(F)F.[Na+] (sodium chlorodifluoroacetate), C([O-])([O-])=O.[K+].[K+] (potassium carbonate), Cl (hydrochloric acid), [OH-].[Na+] (sodium hydroxide). The solvent is CN(C=O)C (dimethylformamide), O (water), O (water). Reported procedure: To a solution of 3-bromo-6-chloro-2-fluorophenol (1.00 g, 4.44 mmol) and sodium chlorodifluoroacetate in dimethylformamide (DMF; 9 mL) was added potassium carbonate (1.22 g, 5.32 mmol) and water (1.77 mL) and the resulting mixture heated to 100° C. for 4 hours. The solution was cooled to ambient temperature and concentrated hydrochloric acid (2.5 mL) and water (4 mL) were added and stirred at ambient temperature overnight. The solution was cooled in an ice bath and neutralized with 2N sodium hyd... Yields the product BrC1=C(C(=C(C=C1)Cl)OC(F)F)F (1-bromo-4-chloro-2-fluoro-3-difluoromethoxybenzene). Reaction conditions: temperature 100 celsius, time 8 hour. As a reaction SMILES: [Br:1][C:2]1[C:3]([F:10])=[C:4]([OH:9])[C:5]([Cl:8])=[CH:6][CH:7]=1.Cl[C:12]([F:17])([F:16])C([O-])=O.[Na+].C(=O)([O-])[O-].[K+].[K+].Cl.[OH-].[Na+]>CN(C)C=O.O>[Br:1][C:2]1[CH:7]=[CH:6][C:5]([Cl:8])=[C:4]([O:9][CH:12]([F:17])[F:16])[C:3]=1[F:10] |f:1.2,3.4.5,7.8|. Starting materials: C(C)OC(C(=C(CC)C1=CC=2C(CCC(C2C=C1OCOC)(C)C)(C)C)F)=O (2-fluoro-3-(3-methoxymethoxy-5,5,8,8-tetramethyl-5,6,7,8-tetrahydro-naphthalen-2-yl)-pent-2-enoic acid ethyl ester), C(C)OC(/C(=C(/CC)\C1=CC=2C(CCC(C2C=C1OCOC)(C)C)(C)C)/F)=O ((E)-2-Fluoro-3-(3-methoxymethoxy-5,5,8,8-tetramethyl-5,6,7,8-tetrahydro-naphthalen-2-yl)-pent-2-enoic acid ethyl ester), CC(C)C[AlH]CC(C)C (DIBAL-H). Run in C(Cl)Cl (CH2Cl2). Product: F\C(\CO)=C(/CC)\C1=CC=2C(CCC(C2C=C1OCOC)(C)C)(C)C ((E)-2-Fluoro-3-(3-methoxymethoxy-5,5,8,8-tetramethyl-5,6,7,8-tetrahydro-naphthalen-2-yl)-pent-2-en-1-ol). Reaction SMILES: C([O:3][C:4](=O)[C:5]([F:27])=[C:6]([C:9]1[C:18]([O:19][CH2:20][O:21][CH3:22])=[CH:17][C:16]2[C:15]([CH3:24])([CH3:23])[CH2:14][CH2:13][C:12]([CH3:26])([CH3:25])[C:11]=2[CH:10]=1)[CH2:7][CH3:8])C.C(OC(=O)/C(/F)=C(\C1C(OCOC)=CC2C(C)(C)CCC(C)(C)C=2C=1)/CC)C.CC(C[AlH]CC(C)C)C>C(Cl)Cl>[F:27]/[C:5](=[C:6](/[C:9]1[C:18]([O:19][CH2:20][O:21][CH3:22])=[CH:17][C:16]2[C:15]([CH3:24])([CH3:23])[CH2:14][CH2:13][C:12]([CH3:25])([CH3:26])[C:11]=2[CH:10]=1)\[CH2:7][CH3:8])/[CH2:4][OH:3]. Reported procedure: Following General Procedure C and using (E) 2-fluoro-3-(3-methoxymethoxy-5,5,8,8-tetramethyl-5,6,7,8-tetrahydro-naphthalen-2-yl)-pent-2-enoic acid ethyl ester (Intermediate 15, 3.3 g, 8.4 mmol), CH2Cl2 (50 mL), and DIBAL-H (33.6 mL, 1.0 M in THF, 33.6 mmol) followed by flash column chromatography on silica gel (10%→20% EtOAc-hexane), the title compound was obtained as a white solid (2.4 g, 75% over 2 steps). Starting materials: [OH-].[Na+] (NaOH), C(CC(=O)C)(=O)OC (methyl acetoacetate), C(C)(C)(C)[Si](OC=1C=C(C=CC1)CCC(=O)C1=CC=CC=C1)(C)C (3-[3-(tert-Butyl-dimethyl-silanyloxy)-phenyl]-1-phenyl-propan-1-one), [H-].[Na+] (sodium hydride), C(CCC)[Li] (n-butyllithium). Solvent: C1CCOC1 (THF), C1CCOC1 (THF). Yields the product OC1=CC(OC(C1)(C1=CC=CC=C1)CCC1=CC(=CC=C1)O)=O (4-Hydroxy-6-[2-(3-hydroxy-phenyl)-ethyl]-6-phenyl-5,6-dihydro-pyran-2-one). RXN SMILES: [C:1](OC)(=[O:6])[CH2:2][C:3]([CH3:5])=[O:4].[H-].[Na+].C([Li])CCC.C([Si](C)(C)[O:21][C:22]1[CH:23]=[C:24]([CH2:28][CH2:29][C:30]([C:32]2[CH:37]=[CH:36][CH:35]=[CH:34][CH:33]=2)=[O:31])[CH:25]=[CH:26][CH:27]=1)(C)(C)C.[OH-].[Na+]>C1COCC1>[OH:4][C:3]1[CH2:5][C:30]([CH2:29][CH2:28][C:24]2[CH:25]=[CH:26][CH:27]=[C:22]([OH:21])[CH:23]=2)([C:32]2[CH:33]=[CH:34][CH:35]=[CH:36][CH:37]=2)[O:31][C:1](=[O:6])[CH:2]=1 |f:1.2,5.6|. Procedure details: The title compound was prepared as described in General Methods 6 and 7 using 2.4 mL (22.2 mmol) of methyl acetoacetate, 1.02 g (25.5 mmol) of 60% sodium hydride, 16 mL (25.6 mmol) of 1.6 M n-butyllithium, 6.2 g (18.2 mmol) of 3-[3-(tert-butyl-dimethyl-silanyloxy)-phenyl]-1-phenyl-propan-1-one from Example Q and 180 mL of THF. After standard work-up, the crude aldol product was dissolved in THF (60 mL), treated with 0.2N NaOH (500 mL), and stirred at room temperature. The title compound was isol... The reactants are BrC1=CC2=C(N=C(S2)C2CC(C2)=C)C=C1 (6-Bromo-2-(3-methylene-cyclobutyl)-benzothiazole), I(=O)(=O)(=O)[O-].[Na+] (Sodium periodate). Reagents/catalysts: [Os](=O)(=O)(=O)=O (osmium tetraoxide). Solvent: C1CCOC1 (THF), O (water). Reaction conditions: temperature 0 celsius, time 8 hour. Product: BrC1=CC2=C(N=C(S2)C2CC(C2)=O)C=C1 (3-(6-Bromo-benzothiazol-2-yl)-cyclobutanone). Isolated yield 75.6%. As a reaction SMILES: [Br:1][C:2]1[CH:15]=[CH:14][C:5]2[N:6]=[C:7]([CH:9]3[CH2:12][C:11](=C)[CH2:10]3)[S:8][C:4]=2[CH:3]=1.I([O-])(=O)(=O)=[O:17].[Na+]>C1COCC1.O.[Os](=O)(=O)(=O)=O>[Br:1][C:2]1[CH:15]=[CH:14][C:5]2[N:6]=[C:7]([CH:9]3[CH2:12][C:11](=[O:17])[CH2:10]3)[S:8][C:4]=2[CH:3]=1 |f:1.2|. Procedure: The product of Example 1B (931 mg, 3.33 mmole) and osmium tetraoxide (28 mg, cat.) were dissolved in 30 ml THF and 15 ml water. The solution was cooled to 0° C. Sodium periodate (1.5 g, 7.0 mmole) was added in small portions. The mixture was stirred at room temperature overnight. The solution was quenched with water, and extracted three times with dichloromethane. The combined organics were dried over sodium sulfate and concentrated to give the crude product, which was purified by chromatography... Reactants: COC(=O)c1sc(-c2ccccc2)cc1N(C(=O)C1CCC(C)CC1)C1CCC(=O)CC1, CO, Cl, NO, [Na+], [OH-]. The product is COC(=O)c1sc(-c2ccccc2)cc1N(C(=O)C1CCC(C)CC1)C1CCC(=NO)CC1. Reaction SMILES: [CH3:1][O:2][C:3](=[O:4])[c:5]1[s:6][c:7](-[c:27]2[cH:28][cH:29][cH:30][cH:31][cH:32]2)[cH:8][c:9]1[N:10]([CH:11]1[CH2:12][CH2:13][C:14](=[O:17])[CH2:15][CH2:16]1)[C:18](=[O:19])[CH:20]1[CH2:21][CH2:22][CH:23]([CH3:26])[CH2:24][CH2:25]1.[CH3:38][OH:39].[ClH:33].[NH2:34][OH:35].[Na+:37].[OH-:36]>>[CH3:1][O:2][C:3](=[O:4])[c:5]1[s:6][c:7](-[c:27]2[cH:28][cH:29][cH:30][cH:31][cH:32]2)[cH:8][c:9]1[N:10]([CH:11]1[CH2:12][CH2:13][C:14](=[N:34][OH:35])[CH2:15][CH2:16]1)[C:18](=[O:19])[CH:20]1[CH2:21][CH2:22][CH:23]([CH3:26])[CH2:24][CH2:25]1. The reactants are NC(CO)(CO)C (2-amino-2-methyl-1,3-propanediol), C(OCC)(OCC)=O (diethyl carbonate), liquid. The product is OCC1(NC(OC1)=O)C (4-(Hydroxymethyl)-4-methyloxazolidin-2-one). The yield is 25.1%. As a reaction SMILES: [NH2:1][C:2]([CH3:7])([CH2:5][OH:6])[CH2:3][OH:4].[C:8](=O)(OCC)[O:9]CC>>[OH:4][CH2:3][C:2]1([CH3:7])[CH2:5][O:6][C:8](=[O:9])[NH:1]1. Reported procedure: A flask with 2-amino-2-methyl-1,3-propanediol (3.32 g, 31.6 mmol) and diethyl carbonate (10 ml, 83 mmol) was fitted with a Dean-Stark trap and condenser and the suspension heated to 140° C. until 5 ml of liquid had been collected in the trap (˜8 hr). The solution was cooled to RT slowly, and the resulting white, block crystals were filtered off (2.79 g, 21.3 mmol, 67%). The supernatant was purified by flash chromatography to afford the title compound as a white solid (1.04 g, 7.94 mmol, 25%). 1H...